Task: describe an organic reaction: reactants, conditions, products, and yield. Dataset: the Open Reaction Database (ORD), a public repository of structured organic reaction records The reactants are O=C([O-])[O-], Clc1nc(NCc2ccccc2)c2[nH]cnc2n1, CS(C)=O, CC(C)Br, [K+], [K+]. The product is CC(C)n1cnc2c(NCc3ccccc3)nc(Cl)nc21. As a reaction SMILES: [C:19](=[O:20])([O-:21])[O-:22].[CH2:1]([c:2]1[cH:3][cH:4][cH:5][cH:6][cH:7]1)[NH:8][c:9]1[c:10]2[nH:11][cH:12][n:13][c:14]2[n:15][c:16]([Cl:18])[n:17]1.[CH3:29][S:30](=[O:31])[CH3:32].[CH:25]([CH3:26])([CH3:27])[Br:28].[K+:23].[K+:24]>>[CH2:1]([c:2]1[cH:3][cH:4][cH:5][cH:6][cH:7]1)[NH:8][c:9]1[c:10]2[n:11][cH:12][n:13]([CH:25]([CH3:26])[CH3:27])[c:14]2[n:15][c:16]([Cl:18])[n:17]1.